Dataset: the Open Reaction Database (ORD), a public repository of structured organic reaction records. Task: describe an organic reaction: reactants, conditions, products, and yield Starting materials: BrC1=CC=2C(NC=CC2O1)=O (2-bromofuro[3,2-c]pyridin-4(5H)-one), ClC=1C=CC(=NC1)[B-]12OCC(CO1)(CO2)C.[Li+] (lithium 1-(5-chloropyridin-2-yl)-4-methyl-2,6,7-trioxa-1-borabicyclo[2.2.2]octan-1-uide), C1(=CC=CC=C1)P(C1=CC=CC=C1)C1=CC=CC=C1 (triphenylphosphine). The reagents and catalysts are C(C)(=O)[O-].[Pd+2].C(C)(=O)[O-] (palladium(II) acetate), [Cu]I (copper(I) iodide). Run in CC(=O)N(C)C (DMA). Conditions: temperature 250 celsius. The product is ClC=1C=CC(=NC1)C1=CC=2C(NC=CC2O1)=O (2-(5-Chloropyridin-2-yl)furo[3,2-c]pyridin-4(5H)-one). Isolated yield 29.9%. As a reaction SMILES: Br[C:2]1[O:10][C:9]2[CH:8]=[CH:7][NH:6][C:5](=[O:11])[C:4]=2[CH:3]=1.[Cl:12][C:13]1[CH:14]=[CH:15][C:16]([B-]23OCC(C)(CO2)CO3)=[N:17][CH:18]=1.[Li+].C1(P(C2C=CC=CC=2)C2C=CC=CC=2)C=CC=CC=1>C([O-])(=O)C.[Pd+2].C([O-])(=O)C.[Cu]I.CC(N(C)C)=O>[Cl:12][C:13]1[CH:14]=[CH:15][C:16]([C:2]2[O:10][C:9]3[CH:8]=[CH:7][NH:6][C:5](=[O:11])[C:4]=3[CH:3]=2)=[N:17][CH:18]=1 |f:1.2,4.5.6|. Reported procedure: A mixture of 2-bromofuro[3,2-c]pyridin-4(5H)-one (200 mg), lithium 1-(5-chloropyridin-2-yl)-4-methyl-2,6,7-trioxa-1-borabicyclo[2.2.2]octan-1-uide (462 mg), palladium(II) acetate (21.0 mg), copper(I) iodide (178 mg), triphenylphosphine (49.0 mg) and DMA (1.0 mL) was heated at 250° C. for 30 min under microwave irradiation. The reaction mixture was purified by silica gel column chromatography (NH, methanol/ethyl acetate), and the obtained solid was washed with diisopropyl ether to give the title ... Starting materials: C=C1C(N(C(C1)=O)C1=CC=CC=C1)=O (3-methylene-1-phenylazolidine-2,5-dione), CC=1SC2=C(N1)C=C(C=C2)OCC(CN2CCNCC2)O (1-(2-methylbenzothiazol-5-yloxy)-3-piperazin-1-ylpropan-2-ol). Run in CC(=O)O (AcOH). The product is O[C@H](CN1CCN(CC1)CC1C(N(C(C1)=O)C1=CC=CC=C1)=O)COC=1C=CC2=C(N=C(S2)C)C1 (3-({4-[(2R)-2-hydroxy-3-(2-methylbenzothiazol-5-yloxy)propyl]piperazinyl}methyl)-1-phenylazolidine-2,5-dione). Reaction SMILES: [CH2:1]=[C:2]1[CH2:6][C:5](=[O:7])[N:4]([C:8]2[CH:13]=[CH:12][CH:11]=[CH:10][CH:9]=2)[C:3]1=[O:14].[CH3:15][C:16]1[S:17][C:18]2[CH:24]=[CH:23][C:22]([O:25][CH2:26][CH:27]([OH:35])[CH2:28][N:29]3[CH2:34][CH2:33][NH:32][CH2:31][CH2:30]3)=[CH:21][C:19]=2[N:20]=1>CC(O)=O>[OH:35][C@@H:27]([CH2:26][O:25][C:22]1[CH:23]=[CH:24][C:18]2[S:17][C:16]([CH3:15])=[N:20][C:19]=2[CH:21]=1)[CH2:28][N:29]1[CH2:30][CH2:31][N:32]([CH2:1][CH:2]2[CH2:6][C:5](=[O:7])[N:4]([C:8]3[CH:13]=[CH:12][CH:11]=[CH:10][CH:9]=3)[C:3]2=[O:14])[CH2:33][CH2:34]1. Reported procedure: A solution of 3-methylene-1-phenylazolidine-2,5-dione (250 mg, 1.33 mmol) and 1-(2-methylbenzothiazol-5-yloxy)-3-piperazin-1-ylpropan-2-ol (415 mg, 1.35 mmol) in AcOH (10 mL, glacial) was stirred 14 hours at 50° C. Concentrated in the Savant™ and residue taken up in EtOAc and washed with NaHCO3 (sat. aq. soln.), H2O and brine, dried over MgSO4, filtered and concentrated. Purification via flash column chromatography (gradient 5 to 10% MeOH/EtOAc) afforded 3-({4-[(2R)-2-hydroxy-3-(2-methylbenzothi... Reactants: C1(=CC=CC=C1)CC1=NOC(=N1)C(Cl)(Cl)Cl (3-(Phenylmethyl)-5-(trichloromethyl)-1,2,4-oxadiazole), CNC (dimethylamine). The product is CN(C1=NC(=NO1)CC1=CC=CC=C1)C (5-(dimethylamino)-3-(phenylmethyl)-1,2,4-oxadiazole). RXN SMILES: [C:1]1([CH2:7][C:8]2[N:12]=[C:11](C(Cl)(Cl)Cl)[O:10][N:9]=2)[CH:6]=[CH:5][CH:4]=[CH:3][CH:2]=1.[CH3:17][NH:18][CH3:19]>>[CH3:17][N:18]([CH3:19])[C:11]1[O:10][N:9]=[C:8]([CH2:7][C:1]2[CH:6]=[CH:5][CH:4]=[CH:3][CH:2]=2)[N:12]=1. Procedure details: 3-(Phenylmethyl)-5-(trichloromethyl)-1,2,4-oxadiazole is reacted with dimethylamine to yield 5-(dimethylamino)-3-(phenylmethyl)-1,2,4-oxadiazole. Starting materials: CCO, CC(C)N(c1ccc(C(C)(O)C(F)(F)F)cc1)S(=O)(=O)c1cc([N+](=O)[O-])ccc1Cl. Product: CC(C)N(c1ccc(C(C)(O)C(F)(F)F)cc1)S(=O)(=O)c1cc(N)ccc1Cl. RXN SMILES: [CH3:31][CH2:32][OH:33].[Cl:1][c:2]1[c:3]([S:11](=[O:12])(=[O:13])[N:14]([c:15]2[cH:16][cH:17][c:18]([C:21]([C:22]([F:23])([F:24])[F:25])([CH3:26])[OH:27])[cH:19][cH:20]2)[CH:28]([CH3:29])[CH3:30])[cH:4][c:5]([N+:8]([O-:9])=[O:10])[cH:6][cH:7]1>>[Cl:1][c:2]1[c:3]([S:11](=[O:12])(=[O:13])[N:14]([c:15]2[cH:16][cH:17][c:18]([C:21]([C:22]([F:23])([F:24])[F:25])([CH3:26])[OH:27])[cH:19][cH:20]2)[CH:28]([CH3:29])[CH3:30])[cH:4][c:5]([NH2:8])[cH:6][cH:7]1. The reactants are O=C(O)CC12CC3CC(CC(C3)C1)C2, CCN=C=NCCCN(C)C, CN(C)c1ccncc1, ClCCl, Cl, Cc1[nH]c2ccc(N)cc2c1C. Product: Cc1[nH]c2ccc(NC(=O)CC34CC5CC(CC(C5)C3)C4)cc2c1C. As a reaction SMILES: [C:1]12([CH2:11][C:12](=[O:13])[OH:14])[CH2:2][CH:3]3[CH2:4][CH:5]([CH2:6][CH:7]([CH2:8]1)[CH2:9]3)[CH2:10]2.[CH3:16][N:17]([CH3:18])[CH2:19][CH2:20][CH2:21][N:22]=[C:23]=[N:24][CH2:25][CH3:26].[CH3:42][N:43]([CH3:44])[c:45]1[cH:46][cH:47][n:48][cH:49][cH:50]1.[Cl:39][CH2:40][Cl:41].[ClH:15].[NH2:27][c:28]1[cH:29][c:30]2[c:31]([CH3:38])[c:32]([CH3:37])[nH:33][c:34]2[cH:35][cH:36]1>>[C:1]12([CH2:11][C:12](=[O:14])[NH:27][c:28]3[cH:29][c:30]4[c:31]([CH3:38])[c:32]([CH3:37])[nH:33][c:34]4[cH:35][cH:36]3)[CH2:2][CH:3]3[CH2:4][CH:5]([CH2:6][CH:7]([CH2:8]1)[CH2:9]3)[CH2:10]2. Reactants: C[O-], CO, Fc1ccc(Cn2c(CC3CCN(Cc4ccccc4)CC3)nc3c(Cl)ncnc32)cc1, [Na+], [Na], O. The product is COc1ncnc2c1nc(CC1CCN(Cc3ccccc3)CC1)n2Cc1ccc(F)cc1. RXN SMILES: [CH3:1][O-:2].[CH3:5][OH:6].[Cl:7][c:8]1[c:9]2[n:10][c:11]([CH2:25][CH:26]3[CH2:27][CH2:28][N:29]([CH2:32][c:33]4[cH:34][cH:35][cH:36][cH:37][cH:38]4)[CH2:30][CH2:31]3)[n:12]([CH2:17][c:18]3[cH:19][cH:20][c:21]([F:24])[cH:22][cH:23]3)[c:13]2[n:14][cH:15][n:16]1.[Na+:3].[Na:4].[OH2:39]>>[CH3:1][O:2][c:8]1[c:9]2[n:10][c:11]([CH2:25][CH:26]3[CH2:27][CH2:28][N:29]([CH2:32][c:33]4[cH:34][cH:35][cH:36][cH:37][cH:38]4)[CH2:30][CH2:31]3)[n:12]([CH2:17][c:18]3[cH:19][cH:20][c:21]([F:24])[cH:22][cH:23]3)[c:13]2[n:14][cH:15][n:16]1.